describe an organic reaction: reactants, conditions, products, and yield From a dataset of the Open Reaction Database (ORD), a public repository of structured organic reaction records. Yields the product CC1=C(CN2N=C3C(=CC=CC3=C2C2=C(C=C(C=C2)O)C)C(F)(F)F)C=CC(=C1)C (4-[2-(2,4-DIMETHYLBENZYL)-7-(TRIFLUOROMETHYL)-2H-INDAZOL-3-YL]-3-METHYLPHENOL). The reagents and catalysts are [I-].C(CCC)[N+](CCCC)(CCCC)CCCC (tetrabutylammonium iodide). Run in C(Cl)Cl (CH2Cl2), C(Cl)Cl (CH2Cl2). Procedure: A solution of 2-(2,4-Dimethylbenzyl)-3-(4-methoxy-2-methylphenyl)-7-trifluoromethyl-2H-indazole (0.27 g, 0.63 mmol) and tetrabutylammonium iodide (0.7 g, 1.9 mmol) in 10 mL of CH2Cl2 was cooled to −78° C. and treated with boron trichloride 1M in CH2Cl2 (1.9 mL, 1.9 mmol). The reaction mixture was allowed to warm to ambient temperature. The reaction mixture was partitioned with 1N HCl and the organic phase was concentrated in vacuo. The residue was purified by flash chromatography to give 0.18 g ... RXN SMILES: [CH3:1][C:2]1[CH:30]=[C:29]([CH3:31])[CH:28]=[CH:27][C:3]=1[CH2:4][N:5]1[C:13]([C:14]2[CH:19]=[CH:18][C:17]([O:20]C)=[CH:16][C:15]=2[CH3:22])=[C:12]2[C:7]([C:8]([C:23]([F:26])([F:25])[F:24])=[CH:9][CH:10]=[CH:11]2)=[N:6]1.B(Cl)(Cl)Cl>[I-].C([N+](CCCC)(CCCC)CCCC)CCC.C(Cl)Cl>[CH3:1][C:2]1[CH:30]=[C:29]([CH3:31])[CH:28]=[CH:27][C:3]=1[CH2:4][N:5]1[C:13]([C:14]2[CH:19]=[CH:18][C:17]([OH:20])=[CH:16][C:15]=2[CH3:22])=[C:12]2[C:7]([C:8]([C:23]([F:26])([F:25])[F:24])=[CH:9][CH:10]=[CH:11]2)=[N:6]1 |f:2.3|. Isolated yield 69.6%. Starting materials: B(Cl)(Cl)Cl (boron trichloride), CC1=C(CN2N=C3C(=CC=CC3=C2C2=C(C=C(C=C2)OC)C)C(F)(F)F)C=CC(=C1)C (2-(2,4-Dimethylbenzyl)-3-(4-methoxy-2-methylphenyl)-7-trifluoromethyl-2H-indazole). Reactants: C(C)N1C2=C(C=3C=C(C=CC13)F)C(=NN(C2=O)C2=CC=CC=C2)CC(=O)O (5-ethyl-8-fluoro-4-oxo-3-phenyl-3,5-dihydro-4H-pyridazino[4,5-b]indole-1-acetic acid), C(=O)(N1C=NC=C1)N1C=NC=C1 (1,1′-carbonylbis-1H-imidazole), CNC (dimethylamine). Solvent: O1CCCC1 (tetrahydrofuran). Conditions: temperature 25 celsius, time 12 hour. Product: C(C)N1C2=C(C=3C=C(C=CC13)F)C(=NN(C2=O)C2=CC=CC=C2)CC(=O)N(C)C (5-Ethyl-8-fluoro-N,N-dimethyl-4-oxo-3-phenyl-3,5-dihydro-4H-pyridazino[4,5-b]indole-1-acetamide). Yield: 69.6%. As a reaction SMILES: [CH2:1]([N:3]1[C:11]2[CH:10]=[CH:9][C:8]([F:12])=[CH:7][C:6]=2[C:5]2[C:13]([CH2:24][C:25](O)=[O:26])=[N:14][N:15]([C:18]3[CH:23]=[CH:22][CH:21]=[CH:20][CH:19]=3)[C:16](=[O:17])[C:4]1=2)[CH3:2].[C:28](N1C=CN=C1)([N:30]1C=CN=[CH:31]1)=O.CNC>O1CCCC1>[CH2:1]([N:3]1[C:11]2[CH:10]=[CH:9][C:8]([F:12])=[CH:7][C:6]=2[C:5]2[C:13]([CH2:24][C:25]([N:30]([CH3:31])[CH3:28])=[O:26])=[N:14][N:15]([C:18]3[CH:23]=[CH:22][CH:21]=[CH:20][CH:19]=3)[C:16](=[O:17])[C:4]1=2)[CH3:2]. Procedure details: A suspension of 1 g (2.73 mmol) of 5-ethyl-8-fluoro-4-oxo-3-phenyl-3,5-dihydro-4H-pyridazino[4,5-b]indole-1-acetic acid and of 0.7 g (4.3 mmol) of 1,1′-carbonylbis-1H-imidazole in 200 ml of tetrahydrofuran is stirred for 3 h at 50° C. The reaction mixture is cooled to 25° C., an excess of liquefied dimethylamine is added and the reaction mixture is stirred for 12 h at room temperature. It is concentrated under reduced pressure, 100 ml of dichloromethane and 100 ml of water are added and the orga...